From a dataset of the Open Reaction Database (ORD), a public repository of structured organic reaction records. describe an organic reaction: reactants, conditions, products, and yield The reactants are N(=O)OCCC(C)C (isoamyl nitrite), NC1=NC(=C(C(=C1C#N)C1=CC=C(C=C1)OCCO)C#N)OC (2-amino-4-[4-(2-hydroxyethoxy)phenyl]-6-methoxypyridine-3,5-dicarbonitrile), Cl (hydrochloric acid). The reagents and catalysts are [Cu](Cl)Cl (copper(II) chloride). Solvent: C(C)#N (acetonitrile). Conditions: time 8 hour. The product is ClC1=NC(=C(C(=C1C#N)C1=CC=C(C=C1)OCCO)C#N)OC (2-Chloro-4-[4-(2-hydroxyethoxy)phenyl]-6-methoxypyridine-3,5-dicarbonitrile). Reaction SMILES: N[C:2]1[C:7]([C:8]#[N:9])=[C:6]([C:10]2[CH:15]=[CH:14][C:13]([O:16][CH2:17][CH2:18][OH:19])=[CH:12][CH:11]=2)[C:5]([C:20]#[N:21])=[C:4]([O:22][CH3:23])[N:3]=1.N(OCCC(C)C)=O.[ClH:32]>C(#N)C.[Cu](Cl)Cl>[Cl:32][C:2]1[C:7]([C:8]#[N:9])=[C:6]([C:10]2[CH:15]=[CH:14][C:13]([O:16][CH2:17][CH2:18][OH:19])=[CH:12][CH:11]=2)[C:5]([C:20]#[N:21])=[C:4]([O:22][CH3:23])[N:3]=1. Procedure details: 3.3 g (10.634 mmol) of 2-amino-4-[4-(2-hydroxyethoxy)phenyl]-6-methoxypyridine-3,5-dicarbonitrile are initially charged in 300 ml of acetonitrile, 8.578 g (63.806 mmol) of copper(II) chloride and 8.59 ml (63.806 mmol) of isoamyl nitrite are added and the mixture is stirred at room temperature overnight. 1N hydrochloric acid is added, and the reaction mixture is extracted with ethyl acetate. The organic phase is washed with saturated aqueous sodium bicarbonate solution and water, dried over sodiu... The reactants are NC=1N=C(C2=C(N1)SC(=N2)CCC2=CC=C(C=C2)F)N2CCNCC2 (5-amino-2-[2-(4-fluorophenyl)ethyl]-7-piperazin-1-yl-thiazolo[5,4-d]pyrimidine), C(C)(C)N(CC)C(C)C (diisopropylethylamine), C1(=CC=CC=C1)CS(=O)(=O)Cl (phenylmethanesulfonyl chloride). Solvent: O1CCOCC1 (1,4-dioxane). Reaction conditions: temperature 90 celsius, time 16 hour. Product: NC=1N=C(C2=C(N1)SC(=N2)CCC2=CC=C(C=C2)F)N2CCN(CC2)S(=O)(=O)CC2=CC=CC=C2 (5-amino-2-[2-(4-fluorophenyl)ethyl]-7-[4-phenylmethanesulfonylpiperazin-1-yl]-thiazolo[5,4-d]pyrimidine). The yield is 11.5%. RXN SMILES: [NH2:1][C:2]1[N:3]=[C:4]([N:20]2[CH2:25][CH2:24][NH:23][CH2:22][CH2:21]2)[C:5]2[N:10]=[C:9]([CH2:11][CH2:12][C:13]3[CH:18]=[CH:17][C:16]([F:19])=[CH:15][CH:14]=3)[S:8][C:6]=2[N:7]=1.C(N(C(C)C)CC)(C)C.[C:35]1([CH2:41][S:42](Cl)(=[O:44])=[O:43])[CH:40]=[CH:39][CH:38]=[CH:37][CH:36]=1>O1CCOCC1>[NH2:1][C:2]1[N:3]=[C:4]([N:20]2[CH2:25][CH2:24][N:23]([S:42]([CH2:41][C:35]3[CH:40]=[CH:39][CH:38]=[CH:37][CH:36]=3)(=[O:44])=[O:43])[CH2:22][CH2:21]2)[C:5]2[N:10]=[C:9]([CH2:11][CH2:12][C:13]3[CH:18]=[CH:17][C:16]([F:19])=[CH:15][CH:14]=3)[S:8][C:6]=2[N:7]=1. Procedure details: To a solution of 5-amino-2-[2-(4-fluorophenyl)ethyl]-7-piperazin-1-yl-thiazolo[5,4-d]pyrimidine (80 mg, 0.22 mmol) in 1,4-dioxane (4 ml) was added diisopropylethylamine (0.49 mmol, 81 μL) and phenylmethanesulfonyl chloride (0.25 mmol). The reaction was stirred at 90° C. for 16 hours after which the solvent was removed in vacuo. The resulting residue was purified by flash chromatography on silica, the mobile phase being a mixture of methanol and dichloromethane (in a ratio gradually ranging from ... Starting materials: [BH4-], [Na+], O=C1c2cccc3cccc(c23)C(=O)N1CCN1CCC(O)(c2ccccc2)CC1. The product is O=C1c2cccc3cccc(c23)C(O)N1CCN1CCC(O)(c2ccccc2)CC1. Reaction SMILES: [BH4-:31].[Na+:32].[OH:1][C:2]1([c:25]2[cH:26][cH:27][cH:28][cH:29][cH:30]2)[CH2:3][CH2:4][N:5]([CH2:8][CH2:9][N:10]2[C:11](=[O:24])[c:12]3[cH:13][cH:14][cH:15][c:16]4[c:17]3[c:18]([cH:21][cH:22][cH:23]4)[C:19]2=[O:20])[CH2:6][CH2:7]1>>[OH:1][C:2]1([c:25]2[cH:26][cH:27][cH:28][cH:29][cH:30]2)[CH2:3][CH2:4][N:5]([CH2:8][CH2:9][N:10]2[C:11](=[O:24])[c:12]3[cH:13][cH:14][cH:15][c:16]4[c:17]3[c:18]([cH:21][cH:22][cH:23]4)[CH:19]2[OH:20])[CH2:6][CH2:7]1. Reactants: C(C)(C)(C)OC(NC1=C(C=C(C=C1)C1=C(C(=CC=C1)F)F)[N+](=O)[O-])=O ((2′,3′-difluoro-3-nitro-biphenyl-4-yl)-carbamic acid tert.-butyl ester). Reagents/catalysts: [Pd] (Pd/C). Product: C(C)(C)(C)OC(NC1=C(C=C(C=C1)C1=C(C(=CC=C1)F)F)N)=O ((3-Amino-2′,3′-difluoro-biphenyl-4-yl)-carbamic acid tert.-butyl ester). Yield: 101.4%. As a reaction SMILES: [C:1]([O:5][C:6](=[O:25])[NH:7][C:8]1[CH:13]=[CH:12][C:11]([C:14]2[CH:19]=[CH:18][CH:17]=[C:16]([F:20])[C:15]=2[F:21])=[CH:10][C:9]=1[N+:22]([O-])=O)([CH3:4])([CH3:3])[CH3:2]>[Pd]>[C:1]([O:5][C:6](=[O:25])[NH:7][C:8]1[CH:13]=[CH:12][C:11]([C:14]2[CH:19]=[CH:18][CH:17]=[C:16]([F:20])[C:15]=2[F:21])=[CH:10][C:9]=1[NH2:22])([CH3:4])([CH3:2])[CH3:3]. Procedure details: Prepared from (2′,3′-difluoro-3-nitro-biphenyl-4-yl)-carbamic acid tert.-butyl ester (Example B19) (3.14 g, 8.96 mmol) by catalytic hydrogenation with Pd/C according to the general procedure G (method a). Obtained as a green solid (2.91 g).